From a dataset of the Open Reaction Database (ORD), a public repository of structured organic reaction records. describe an organic reaction: reactants, conditions, products, and yield Reactants: C(CCCCCC)OC1=CC2=C(C3(CCCC2(C3O)C)C)C=C1/C=C/C1=CC=C(C(=O)[O-])C=C1 ((E)-4-[2-[(5RS,9SR, 10RS)-3-heptyloxy-10-hydroxy-5,9-dimethyl-6,7,8,9-tetrahydro-5,9-methano-5H-benzocyclohepten-2-yl]vinyl]benzoate), [OH-].[Na+] (NaOH). Solvent: C(C)O.C1CCOC1 (ethanol THF). Run at time 5 hour. Product: C(CCCCCC)OC1=CC2=C(C3(CCCC2(C3O)C)C)C=C1/C=C/C1=CC=C(C(=O)O)C=C1 ((E)-4-[2-[(5RS,9SR,10RS)-3-heptyloxy-10-hydroxy-5,9-dimethyl-6,7,8,9-tetrahydro-5,9-methano-5H-benzocyclohepten-2-yl]vinyl]benzoic acid). Isolated yield 69.4%. As a reaction SMILES: [CH2:1]([O:8][C:9]1[C:23](/[CH:24]=[CH:25]/[C:26]2[CH:34]=[CH:33][C:29]([C:30]([O-:32])=[O:31])=[CH:28][CH:27]=2)=[CH:22][C:12]2[C:13]3([CH3:21])[CH:18]([OH:19])[C:17]([CH3:20])([C:11]=2[CH:10]=1)[CH2:16][CH2:15][CH2:14]3)[CH2:2][CH2:3][CH2:4][CH2:5][CH2:6][CH3:7].[OH-].[Na+]>C(O)C.C1COCC1>[CH2:1]([O:8][C:9]1[C:23](/[CH:24]=[CH:25]/[C:26]2[CH:27]=[CH:28][C:29]([C:30]([OH:32])=[O:31])=[CH:33][CH:34]=2)=[CH:22][C:12]2[C:13]3([CH3:21])[CH:18]([OH:19])[C:17]([CH3:20])([C:11]=2[CH:10]=1)[CH2:16][CH2:15][CH2:14]3)[CH2:2][CH2:3][CH2:4][CH2:5][CH2:6][CH3:7] |f:1.2,3.4|. Procedure: 1.255 g of (E)-4-[2-[(5RS,9SR, 10RS)-3-heptyloxy-10-hydroxy-5,9-dimethyl-6,7,8,9-tetrahydro-5,9-methano-5H-benzocyclohepten-2-yl]vinyl]benzoate were dissolved in 30 ml of ethanol/THF=1/1 and treated with 2.56 ml of 3N NaOH. The mixture was stirred at room temperature for 5 hours, then poured into ice/conc. HCl, extracted with ethyl acetate, washed with water, dried over Na2SO4 and evaporated. Recrystallization from hexane/ethyl acetate yielded 873 mg of (E)-4-[2-[(5RS,9SR,10RS)-3-heptyloxy-10-hy... Reactants: O.NN (hydrazine hydrate), Ag2O, C(C)(=O)OC[C@@H]1[C@H](C[C@@H](O1)N1C(N=C(C(=C1)C)N1N=CN=C1)=O)N=[N+]=[N-] (1-(5-O-Acetyl-3-azido-2,3-dideoxy-β-D-erythro-pentofuranosyl)-5-methyl-4-(1,2,4-triazol-1-yl)-2-(1H)-pyrimidinone), ( 1 ). The solvent is CC#N (CH3CN), CCO (EtOH). Product: C(C)(=O)OC[C@@H]1[C@H](C[C@@H](O1)N1C(N=CC(=C1)C)=O)N=[N+]=[N-] (1-(5-O-Acetyl-3-azido-2,3-dideoxy-β-D-erythro-pentofuranosyl)-5-methyl-2-(1H)-pyrimidinone). As a reaction SMILES: [C:1]([O:4][CH2:5][C@H:6]1[O:10][C@@H:9]([N:11]2[CH:16]=[C:15]([CH3:17])[C:14](N3C=NC=N3)=[N:13][C:12]2=[O:23])[CH2:8][C@@H:7]1[N:24]=[N+:25]=[N-:26])(=[O:3])[CH3:2].O.NN>CC#N.CCO>[C:1]([O:4][CH2:5][C@H:6]1[O:10][C@@H:9]([N:11]2[CH:16]=[C:15]([CH3:17])[CH:14]=[N:13][C:12]2=[O:23])[CH2:8][C@@H:7]1[N:24]=[N+:25]=[N-:26])(=[O:3])[CH3:2] |f:1.2|. Reported procedure: 1-(5-O-Acetyl-3-azido-2,3-dideoxy-β-D-erythro-pentofuranosyl)-5-methyl-4-(1,2,4-triazol-1-yl)-2-(1H)-pyrimidinone (0.5 g, 1.4 mMol) was dissolved in CH3CN (10 mL) and treated with 85% hydrazine hydrate (0.105 g, 2.1 mMol) for 30 minutes at ambient temperature, analogous to the procedure described in (1). The solvents were evaporated in vacuo and the residue chromatographed on silica gel with 9:1 CHCl3 /MeOH (v/v) as the eluting solvent. Collection and evaporation of appropriate fractions yielded... The reactants are N[C@H]1[C@@]2(CC[C@H](CC1)N2)C2=CC=CC=C2 ((1R*,2R*,5S*)-2-Amino-1-phenyl-8-azabicyclo[3.2.1]octane), Cl (hydrogen chloride), C1(CC1)OC1=C(C=O)C=C(C=C1)N1N=NN=C1C(F)(F)F (2-(cyclopropoxy)-5-[5-(trifluoromethyl)tetrazol-1-yl]benzaldehyde), C(C)(=O)O[BH-](OC(C)=O)OC(C)=O.[Na+] (sodium triacetoxyborohydride). Run in ClCCCl (1,2-dichloroethane), C(C)(=O)O (acetic acid), C(C)(=O)OCC (ethyl acetate). Reaction conditions: time 16 hour. Yields the product C1(CC1)OC1=C(CN[C@H]2[C@@]3(CC[C@H](CC2)N3)C3=CC=CC=C3)C=C(C=C1)N1N=NN=C1C(F)(F)F ((1R*,2R*,5S*)-2-(2-Cyclopropyloxy-5-[5-(trifluoromethyl)tetrazol-1-yl]benzylamino)-1-phenyl-8-azabicyclo[3.2.1]octane). The yield is 60.0%. As a reaction SMILES: [NH2:1][C@@H:2]1[CH2:8][CH2:7][C@@H:6]2[NH:9][C@@:3]1([C:10]1[CH:15]=[CH:14][CH:13]=[CH:12][CH:11]=1)[CH2:4][CH2:5]2.[CH:16]1([O:19][C:20]2[CH:27]=[CH:26][C:25]([N:28]3[C:32]([C:33]([F:36])([F:35])[F:34])=[N:31][N:30]=[N:29]3)=[CH:24][C:21]=2[CH:22]=O)[CH2:18][CH2:17]1.C(O[BH-](OC(=O)C)OC(=O)C)(=O)C.[Na+].Cl>ClCCCl.C(OCC)(=O)C.C(O)(=O)C>[CH:16]1([O:19][C:20]2[CH:27]=[CH:26][C:25]([N:28]3[C:32]([C:33]([F:34])([F:35])[F:36])=[N:31][N:30]=[N:29]3)=[CH:24][C:21]=2[CH2:22][NH:1][C@@H:2]2[CH2:8][CH2:7][C@@H:6]3[NH:9][C@@:3]2([C:10]2[CH:15]=[CH:14][CH:13]=[CH:12][CH:11]=2)[CH2:4][CH2:5]3)[CH2:18][CH2:17]1 |f:2.3|. Procedure: (1R*,2R*,5S*)-2-Amino-1-phenyl-8-azabicyclo[3.2.1]octane (Description 6; 50 mg, 0.25 mmol) and 2-(cyclopropoxy)-5-[5-(trifluoromethyl)tetrazol-1-yl]benzaldehyde (119 mg, 0.4 mmol) [See International (PCT) Patent Publication No. WO 99/24423, published 20 May 1999] were dissolved in 1,2-dichloroethane (5 mL) and treated with acetic acid (23 μL), followed by sodium triacetoxyborohydride (85 mg). The solution was stirred at ambient temperature for 16 hours, then quenched with saturated aqueous sodiu... Reactants: ClC=1C=NC=C(C1SC1=C(C=C(S1)C(=O)O)[N+](=O)[O-])Cl (5-[(3,5-dichloro-4-pyridyl)sulfanyl]-4-nitro-thiophene-2-carboxylic acid), NCC=1C=C(OCCCN(C)C)C=CC1 (3-[3-(aminomethyl)phenoxy]-N,N-dimethyl-propan-1-amine). The product is ClC=1C=NC=C(C1SC1=C(C=C(S1)C(=O)NCC1=CC(=CC=C1)OCCCN(C)C)[N+](=O)[O-])Cl (5-[(3,5-dichloro-4-pyridyl)sulfanyl]-N-[[3-(3-dimethylaminopropoxy)phenyl]methyl]-4-nitro-thiophene-2-carboxamide), solid. Isolated yield 65.0%. Reaction SMILES: [Cl:1][C:2]1[CH:3]=[N:4][CH:5]=[C:6]([Cl:20])[C:7]=1[S:8][C:9]1[S:13][C:12]([C:14]([OH:16])=O)=[CH:11][C:10]=1[N+:17]([O-:19])=[O:18].[NH2:21][CH2:22][C:23]1[CH:24]=[C:25]([CH:33]=[CH:34][CH:35]=1)[O:26][CH2:27][CH2:28][CH2:29][N:30]([CH3:32])[CH3:31]>>[Cl:20][C:6]1[CH:5]=[N:4][CH:3]=[C:2]([Cl:1])[C:7]=1[S:8][C:9]1[S:13][C:12]([C:14]([NH:21][CH2:22][C:23]2[CH:35]=[CH:34][CH:33]=[C:25]([O:26][CH2:27][CH2:28][CH2:29][N:30]([CH3:31])[CH3:32])[CH:24]=2)=[O:16])=[CH:11][C:10]=1[N+:17]([O-:19])=[O:18]. Procedure details: Prepared according to the procedure described for example 44 from 5-[(3,5-dichloro-4-pyridyl)sulfanyl]-4-nitro-thiophene-2-carboxylic acid (35 mg, 0.1 mmol) and 3-[3-(aminomethyl)phenoxy]-N,N-dimethyl-propan-1-amine (25.0 mg, 0.12 mmol). The title compound was obtained as a solid (35.4 mg, 65% yield). MS m/z: 541.06, 543.05 [M+H]+. Starting materials: COC(N(C)C)OC (N,N-Dimethylformamide dimethyl acetal), OC1=C(C=C(C=C1)C1=CC=C(C=C1)C(F)(F)F)C(C)=O (1-[4-hydroxy-4′-(trifluoromethyl)biphenyl-3-yl]ethanone). Solvent: C(C)(C)O (isopropyl alcohol). Reaction conditions: temperature 45 celsius, time 1 hour. Product: CN(/C=C/C(=O)C=1C=C(C=CC1O)C1=CC=C(C=C1)C(F)(F)F)C ((2E)-3-(Dimethylamino)-1-[4-hydroxy-4′-(trifluoromethyl)biphenyl-3-yl]prop-2-en-1-one), crystals. The yield is 70.0%. As a reaction SMILES: CO[CH:3](OC)[N:4]([CH3:6])[CH3:5].[OH:9][C:10]1[CH:15]=[CH:14][C:13]([C:16]2[CH:21]=[CH:20][C:19]([C:22]([F:25])([F:24])[F:23])=[CH:18][CH:17]=2)=[CH:12][C:11]=1[C:26](=[O:28])[CH3:27]>C(O)(C)C>[CH3:6][N:4]([CH3:5])/[CH:3]=[CH:27]/[C:26]([C:11]1[CH:12]=[C:13]([C:16]2[CH:21]=[CH:20][C:19]([C:22]([F:23])([F:24])[F:25])=[CH:18][CH:17]=2)[CH:14]=[CH:15][C:10]=1[OH:9])=[O:28]. Reported procedure: N,N-Dimethylformamide dimethyl acetal (0.76 mL, 5.701 mmol) was added to a solution of 1-[4-hydroxy-4′-(trifluoromethyl)biphenyl-3-yl]ethanone (Preparation 37, 795 mg, 2.84 mmol) in isopropyl alcohol (4.7 mL). The reaction mixture was heated for 18 hours at 45° C. under an atmosphere of nitrogen. After 1 hour, crystallization was observed therefore the stirring was stopped. After 18 hours at 45° C., a yellow precipitate had formed. The reaction mixture was allowed to cool, the yellow precipitate... RXN SMILES: [CH:1]1[N:2]=[C:3]([NH2:44])[C:4]2[N:9]=[CH:8][N:7]([C@@H:10]3[O:14][C@H:13]([CH2:15][O:16][P:17]([O:20][P:21]([O:24][CH2:25][C@H:26]4[O:30][C@@H:29]([N:31]5[CH:36]=[C:35]([C:37]([NH2:39])=[O:38])[CH2:34][CH:33]=[CH:32]5)[C@H:28]([OH:40])[C@@H:27]4[OH:41])([OH:23])=[O:22])([OH:19])=[O:18])[C@@H:12]([OH:42])[C@H:11]3[OH:43])[C:5]=2[N:6]=1.[C:45]([O-:50])(=[O:49])[CH:46]([CH3:48])[OH:47]>>[C:45]([O-:50])(=[O:49])[CH:46]([CH3:48])[OH:47].[CH:33]1[CH:32]=[N+:31]([C@@H:29]2[O:30][C@H:26]([CH2:25][O:24][P:21]([O:20][P:17]([O:16][CH2:15][C@H:13]3[O:14][C@@H:10]([N:7]4[C:5]5[N:6]=[CH:1][N:2]=[C:3]([NH2:44])[C:4]=5[N:9]=[CH:8]4)[C@H:11]([OH:43])[C@@H:12]3[OH:42])([OH:19])=[O:18])([OH:23])=[O:22])[C@@H:27]([OH:41])[C@H:28]2[OH:40])[CH:36]=[C:35]([C:37]([NH2:39])=[O:38])[CH:34]=1. Procedure details: In the case of this determination, ADP is reacted with phosphoenol pyruvate (PEP) in the presence of pyruvate kinase (PK) to give pyruvate which, in turn, is reacted with NADH in the presence of lactate dehydrogenase (LDH) to give lactate and NAD+. The product is C(C(O)C)(=O)[O-] (lactate), C1=CC(=C[N+](=C1)[C@H]2[C@@H]([C@@H]([C@H](O2)COP(=O)(O)OP(=O)(O)OC[C@@H]3[C@H]([C@H]([C@@H](O3)N4C=NC5=C4N=CN=C5N)O)O)O)O)C(=O)N (NAD+). The reactants are C=1N=C(C2=C(N1)N(C=N2)[C@H]3[C@@H]([C@@H]([C@H](O3)COP(=O)(O)OP(=O)(O)OC[C@@H]4[C@H]([C@H]([C@@H](O4)N5C=CCC(=C5)C(=O)N)O)O)O)O)N (NADH), C(C(O)C)(=O)[O-] (lactate).